describe an organic reaction: reactants, conditions, products, and yield From a dataset of the Open Reaction Database (ORD), a public repository of structured organic reaction records. Reactants: CCN(C(C)C)C(C)C, ClCCCl, CC(C)(C)CC1NC(C(=O)O)C(c2cccc(Cl)c2F)C12C(=O)Nc1cc(Cl)ccc12, O=C(O)C(F)(F)F, N#Cc1ccc(N)c(F)c1, O=P(Cl)(c1ccccc1)c1ccccc1. Yields the product CC(C)(C)CC1NC(C(=O)Nc2ccc(C#N)cc2F)C(c2cccc(Cl)c2F)C12C(=O)Nc1cc(Cl)ccc12. RXN SMILES: [CH:39]([N:40]([CH:41]([CH3:42])[CH3:43])[CH2:44][CH3:45])([CH3:46])[CH3:47].[Cl:73][CH2:74][CH2:75][Cl:76].[Cl:8][c:9]1[cH:10][cH:11][c:12]2[c:16]([cH:17]1)[NH:15][C:14](=[O:18])[C:13]21[CH:19]([CH2:34][C:35]([CH3:36])([CH3:37])[CH3:38])[NH:20][CH:21]([C:31](=[O:32])[OH:33])[CH:22]1[c:23]1[c:24]([F:30])[c:25]([Cl:29])[cH:26][cH:27][cH:28]1.[F:1][C:2]([F:3])([F:4])[C:5]([OH:6])=[O:7].[NH2:63][c:64]1[c:65]([F:72])[cH:66][c:67]([C:68]#[N:69])[cH:70][cH:71]1.[c:48]1([P:49]([Cl:50])([c:51]2[cH:52][cH:53][cH:54][cH:55][cH:56]2)=[O:57])[cH:58][cH:59][cH:60][cH:61][cH:62]1>>[Cl:8][c:9]1[cH:10][cH:11][c:12]2[c:16]([cH:17]1)[NH:15][C:14](=[O:18])[C:13]21[CH:19]([CH2:34][C:35]([CH3:36])([CH3:37])[CH3:38])[NH:20][CH:21]([C:31](=[O:33])[NH:63][c:64]2[c:65]([F:72])[cH:66][c:67]([C:68]#[N:69])[cH:70][cH:71]2)[CH:22]1[c:23]1[c:24]([F:30])[c:25]([Cl:29])[cH:26][cH:27][cH:28]1. The reactants are C(C)(C)OC=1C=CC(=NC1)C#N (5-isopropoxypicolinonitrile), C(C)N(C(C1=C(C=C(C=C1)OC)C)=O)CC (N,N-diethyl-4-methoxy-2-methylbenzamide), C(C)(C)(C)[Li] (tert-butyllithium), CCCCC (pentane). Solvent: C1CCOC1 (THF), C1CCOC1 (THF). Run at time 16 hour. Product: C(C)(C)OC=1C=CC(=NC1)C=1N=C(C2=CC=C(C=C2C1)OC)O (3-(5-isopropoxypyridin-2-yl)-6-methoxyisoquinolin-1-ol). Isolated yield 64.4%. As a reaction SMILES: C([N:3]([CH2:15][CH3:16])[C:4](=[O:14])[C:5]1[CH:10]=[CH:9][C:8]([O:11][CH3:12])=[CH:7][C:6]=1[CH3:13])C.C([Li])(C)(C)C.CCCCC.[CH:27]([O:30][C:31]1[CH:32]=[CH:33]C(C#N)=[N:35][CH:36]=1)([CH3:29])[CH3:28]>C1COCC1>[CH:27]([O:30][C:31]1[CH:32]=[CH:33][C:16]([C:15]2[N:3]=[C:4]([OH:14])[C:5]3[C:6]([CH:13]=2)=[CH:7][C:8]([O:11][CH3:12])=[CH:9][CH:10]=3)=[N:35][CH:36]=1)([CH3:29])[CH3:28]. Procedure details: To a solution of N,N-diethyl-4-methoxy-2-methylbenzamide (4.43 g, 20 mmol) in THF (100 ml) at −78° C., tert-butyllithium 1.7 M in pentane (17.65 ml, 30.0 mmol) solution was added dropwise. The reaction mixture was stirred for 0.5 h before addition of 5-isopropoxypicolinonitrile (3.41 g, 21.00 mmol) in THF (2 mL). The resulting solution was warmed to rt and stirred for 16 h. The reaction mixture was quenched with water, neutralized with 1 N HCl. The precipitated solid (5 g) was collected and wash... The reactants are CC(C)(C)OO, CCCCCCCCC=CO, ClCCl. The product is CCCCCCCC1OC1CO. As a reaction SMILES: [C:12]([CH3:14])([CH3:15])([O:16][OH:13])[CH3:17].[CH:1](=[CH:2][CH2:3][CH2:4][CH2:5][CH2:6][CH2:7][CH2:8][CH2:9][CH3:10])[OH:11].[Cl:18][CH2:19][Cl:20]>>[CH2:1]([CH:2]1[CH:3]([CH2:4][CH2:5][CH2:6][CH2:7][CH2:8][CH2:9][CH3:10])[O:16]1)[OH:11]. Starting materials: ice, [Sn] (tin), ClC1=C(C=C(C=C1)S(=O)(=O)Cl)[N+](=O)[O-] (4-chloro-3-nitrobenzenesulfonyl chloride). Run in Cl (hydrochloric acid). The product is ClC1=C(N)C=C(C=C1)S (2-Chloro-5-mercapto Aniline). Isolated yield 73.9%. Reaction SMILES: [Sn].[Cl:2][C:3]1[CH:8]=[CH:7][C:6]([S:9](Cl)(=O)=O)=[CH:5][C:4]=1[N+:13]([O-])=O>Cl>[Cl:2][C:3]1[CH:8]=[CH:7][C:6]([SH:9])=[CH:5][C:4]=1[NH2:13] |^3:0|. Procedure: To a mixture of concentrated hydrochloric acid (30 mL) and ice (25 g) was added tin (29.7 g) under ice-cooling, followed by adding 4-chloro-3-nitrobenzenesulfonyl chloride (6.4 g), and the mixture was stirred under ice-cooling for 1.5 hours, and then stirred at 90° C. for 2 hours. The insoluble material was removed by filtration, and the filtrate was stirred at room temperature overnight. The precipitated crystals were collected by filtration. The collected crystals were washed with water, and d... Starting materials: FC=1C=C(C=C(C1)OC(C(F)F)(F)F)[C@](CC1=CC=CC=C1)(N)C1=CC=C(C=C1)F ((R)-1-(3-fluoro-5-(1,1,2,2-tetrafluoroethoxy)phenyl)-1-(4-fluorophenyl)-2-phenylethanamine), C(OC(=C)C)(=O)Cl (prop-1-en-2-yl carbonochloridate), N[C@@H]([C@H](C(F)(F)F)O)COCC1=CC=CC=C1 ((2R,3R)-3-amino-4-(benzyloxy)-1,1,1-trifluorobutan-2-ol), C(=O)([O-])[O-].[K+].[K+] (K2CO3), O (H2O), TEA. Solvent: CCOC(=O)C (EtOAc), C1CCOC1 (THF), C1CCOC1 (THF). Conditions: time 2 hour. Product: C(C1=CC=CC=C1)OC[C@H]([C@H](C(F)(F)F)O)NC(=O)N[C@](CC1=CC=CC=C1)(C1=CC=C(C=C1)F)C1=CC(=CC(=C1)OC(C(F)F)(F)F)F (1-((2R,3R)-1-(benzyloxy)-4,4,4-trifluoro-3-hydroxybutan-2-yl)-3-((R)-1-(3-fluoro-5-(1,1,2,2-tetrafluoroethoxy)phenyl)-1-(4-fluorophenyl)-2-phenylethyl)urea). Yield: 59.0%. Reaction SMILES: [F:1][C:2]1[CH:3]=[C:4]([C@@:15]([C:24]2[CH:29]=[CH:28][C:27]([F:30])=[CH:26][CH:25]=2)([NH2:23])[CH2:16][C:17]2[CH:22]=[CH:21][CH:20]=[CH:19][CH:18]=2)[CH:5]=[C:6]([O:8][C:9]([F:14])([F:13])[CH:10]([F:12])[F:11])[CH:7]=1.[C:31]([O-:34])([O-])=O.[K+].[K+].O.C(Cl)(=O)OC(C)=C.[NH2:45][C@H:46]([CH2:53][O:54][CH2:55][C:56]1[CH:61]=[CH:60][CH:59]=[CH:58][CH:57]=1)[C@@H:47]([OH:52])[C:48]([F:51])([F:50])[F:49]>C1COCC1.CCOC(C)=O>[CH2:55]([O:54][CH2:53][C@@H:46]([NH:45][C:31]([NH:23][C@@:15]([C:4]1[CH:5]=[C:6]([O:8][C:9]([F:14])([F:13])[CH:10]([F:12])[F:11])[CH:7]=[C:2]([F:1])[CH:3]=1)([C:24]1[CH:29]=[CH:28][C:27]([F:30])=[CH:26][CH:25]=1)[CH2:16][C:17]1[CH:22]=[CH:21][CH:20]=[CH:19][CH:18]=1)=[O:34])[C@@H:47]([OH:52])[C:48]([F:51])([F:50])[F:49])[C:56]1[CH:61]=[CH:60][CH:59]=[CH:58][CH:57]=1 |f:1.2.3|. Reported procedure: To a solution of (R)-1-(3-fluoro-5-(1,1,2,2-tetrafluoroethoxy)phenyl)-1-(4-fluorophenyl)-2-phenylethanamine (20 mg, 0.047 mmol), prepared as described in Procedure 3, 4, 5 and 6, in THF (0.5 mL) was added K2CO3 in H2O (10 mg, 2 M in H2O, 0.071 mmol), followed by the addition of prop-1-en-2-yl carbonochloridate (6 μL, 0.052 mmol). The reaction mixture was stirred at rt for 2 h, diluted with EtOAc (25 mL), washed with saturated NaCl (25 mL), dried over MgSO4, filtered and concentrated under reduce... Starting materials: ClCCl, O=C(O)C(F)(F)F, CC(NC(=O)OC(C)(C)C)C(=O)N1CCC(CCn2c(Sc3nc4cccc(Cl)c4s3)nc3c(N)ncnc32)CC1. Product: O=C([O-])C(F)(F)F, CC(N)C(=O)N1CCC(CCn2c(Sc3nc4cccc(Cl)c4s3)nc3c(N)ncnc32)CC1. Reaction SMILES: [Cl:49][CH2:50][Cl:51].[F:42][C:43]([C:44](=[O:45])[OH:46])([F:47])[F:48].[NH2:1][c:2]1[c:3]2[n:4][c:5]([S:31][c:32]3[s:33][c:34]4[c:35]([n:36]3)[cH:37][cH:38][cH:39][c:40]4[Cl:41])[n:6]([CH2:11][CH2:12][CH:13]3[CH2:14][CH2:15][N:16]([C:19]([CH:20]([CH3:21])[NH:22][C:23](=[O:24])[O:25][C:26]([CH3:27])([CH3:28])[CH3:29])=[O:30])[CH2:17][CH2:18]3)[c:7]2[n:8][cH:9][n:10]1>>[F:42][C:43]([C:44](=[O:45])[O-:46])([F:47])[F:48].[NH2:1][c:2]1[c:3]2[n:4][c:5]([S:31][c:32]3[s:33][c:34]4[c:35]([n:36]3)[cH:37][cH:38][cH:39][c:40]4[Cl:41])[n:6]([CH2:11][CH2:12][CH:13]3[CH2:14][CH2:15][N:16]([C:19]([CH:20]([CH3:21])[NH2:22])=[O:30])[CH2:17][CH2:18]3)[c:7]2[n:8][cH:9][n:10]1. The reactants are C1=C(C=CC2=CC=CC=C12)OCC1CO1 (1-(2-naphthyloxy)-2,3-epoxypropane), NC1CCCC2=CC=CC=C12 (1-aminotetralin). Yields the product C1(CCCC2=CC=CC=C12)NCC(COC1=CC2=CC=CC=C2C=C1)O (N-(1,2,3,4-tetrahydronaphth-1-yl)-2-hydroxy-3-(2-naphthyloxy)propanamine). Reaction SMILES: [CH:1]1[C:10]2[C:5](=[CH:6][CH:7]=[CH:8][CH:9]=2)[CH:4]=[CH:3][C:2]=1[O:11][CH2:12][CH:13]1[O:15][CH2:14]1.[NH2:16][CH:17]1[C:26]2[C:21](=[CH:22][CH:23]=[CH:24][CH:25]=2)[CH2:20][CH2:19][CH2:18]1>>[CH:17]1([NH:16][CH2:14][CH:13]([OH:15])[CH2:12][O:11][C:2]2[CH:3]=[CH:4][C:5]3[C:10](=[CH:9][CH:8]=[CH:7][CH:6]=3)[CH:1]=2)[C:26]2[C:21](=[CH:22][CH:23]=[CH:24][CH:25]=2)[CH2:20][CH2:19][CH2:18]1. Procedure: Following the general procedure of Example 98, but starting from 1-(2-naphthyloxy)-2,3-epoxypropane (4.5 g) and 1-aminotetralin (2.95 g), N-(1,2,3,4-tetrahydronaphth-1-yl)-2-hydroxy-3-(2-naphthyloxy)propanamine free base is obtained as an oily product which is dissolved in an isopropyl ether/isopropanol 1/1 mixture (40 ml) and acidified with HC1/isopropanol. The corresponding hydrochloride is thus obtained which is crystallized from isopropanol (20 ml). Yield: 2.2 g; m.p. 135°-137° C. The reactants are CCOc1noc(-c2ncn(C(c3ccccc3)(c3ccccc3)c3ccccc3)n2)c1C, ClC(Cl)(Cl)Cl, O=C1CCC(=O)N1Br. Product: CCOc1noc(-c2ncn(C(c3ccccc3)(c3ccccc3)c3ccccc3)n2)c1CBr. Reaction SMILES: [CH2:1]([CH3:2])[O:3][c:4]1[n:5][o:6][c:7](-[c:10]2[n:11][n:12]([C:15]([c:16]3[cH:17][cH:18][cH:19][cH:20][cH:21]3)([c:22]3[cH:23][cH:24][cH:25][cH:26][cH:27]3)[c:28]3[cH:29][cH:30][cH:31][cH:32][cH:33]3)[cH:13][n:14]2)[c:8]1[CH3:9].[Cl:42][C:43]([Cl:44])([Cl:45])[Cl:46].[O:34]=[C:35]1[N:36]([Br:41])[C:37](=[O:38])[CH2:39][CH2:40]1>>[CH2:1]([CH3:2])[O:3][c:4]1[n:5][o:6][c:7](-[c:10]2[n:11][n:12]([C:15]([c:16]3[cH:17][cH:18][cH:19][cH:20][cH:21]3)([c:22]3[cH:23][cH:24][cH:25][cH:26][cH:27]3)[c:28]3[cH:29][cH:30][cH:31][cH:32][cH:33]3)[cH:13][n:14]2)[c:8]1[CH2:9][Br:41].